From a dataset of the Open Reaction Database (ORD), a public repository of structured organic reaction records. describe an organic reaction: reactants, conditions, products, and yield The reactants are C(C)(C)N (isopropylamine), C(C)OC(=O)N=C=S (ethoxycarbonyl isothiocyanate). Solvent: C(C)OCC (ethyl ether), C(C)OCC (ethyl ether). Yields the product C(C)OC(=O)NC(=S)NC(C)C (N-Ethoxycarbonyl-N'-Isopropyl Thiourea). Reaction SMILES: [CH:1]([NH2:4])([CH3:3])[CH3:2].[CH2:5]([O:7][C:8]([N:10]=[C:11]=[S:12])=[O:9])[CH3:6]>C(OCC)C>[CH2:5]([O:7][C:8]([NH:10][C:11]([NH:4][CH:1]([CH3:3])[CH3:2])=[S:12])=[O:9])[CH3:6]. Reported procedure: A solution of 7.1 grams of isopropylamine in 40 ml of anhydrous ethyl ether was added dropwise in 30 minutes with stirring to a solution of 15.5 grams of ethoxycarbonyl isothiocyanate (Preparation 1) in 10 ml of anhydrous ethyl ether. The reaction vessel was cooled with an ice-water bath. The reaction mixture was let stand at an ambient room temperature. After the reaction was complete, the solution was concentrated by stripping off most of the solvent under reduced pressure. The crystals were c... Reactants: O=C([O-])[O-], CC(=O)[O-], CC(=O)[O-], [Cu+2], Cc1ccc(F)cc1-n1nc(C)c(-c2ccccc2)c1N, O=C(O)c1ccncc1I, [K+], [K+], CN(C)C=O, CC(=O)C(C#N)c1ccccc1. Product: Cc1ccc(F)cc1-n1nc(C)c(-c2ccccc2)c1Nc1cnccc1C(=O)O. Reaction SMILES: [C:11](=[O:12])([O-:13])[O-:14].[C:55]([O-:56])(=[O:57])[CH3:58].[C:60]([O-:61])(=[O:62])[CH3:63].[Cu+2:59].[F:17][c:18]1[cH:19][cH:20][c:21]([CH3:37])[c:22](-[n:24]2[n:25][c:26]([CH3:36])[c:27](-[c:30]3[cH:31][cH:32][cH:33][cH:34][cH:35]3)[c:28]2[NH2:29])[cH:23]1.[I:1][c:2]1[c:3]([C:4](=[O:5])[OH:6])[cH:7][cH:8][n:9][cH:10]1.[K+:15].[K+:16].[O:50]=[CH:51][N:52]([CH3:53])[CH3:54].[c:38]1([CH:39]([C:40]([CH3:41])=[O:42])[C:43]#[N:44])[cH:45][cH:46][cH:47][cH:48][cH:49]1>>[c:2]1([NH:29][c:28]2[n:24](-[c:22]3[c:21]([CH3:37])[cH:20][cH:19][c:18]([F:17])[cH:23]3)[n:25][c:26]([CH3:36])[c:27]2-[c:30]2[cH:31][cH:32][cH:33][cH:34][cH:35]2)[c:3]([C:4](=[O:5])[OH:6])[cH:7][cH:8][n:9][cH:10]1. The reactants are C(=O)(O)[O-].[Na+] (NaHCO3), FC(C(=O)O)(F)F (Trifluoroacetic acid), ice, C1(=CC=CC=C1)COC1=C(C=C(C=C1)OC[C@@H]1N(CCC1)C(=O)OC(C)(C)C)C(=O)NC=1C=NC=CC1 (1,1-dimethylethyl (2R)-2-[({4-[(phenylmethyl)oxy]-3-[(3-pyridinylamino)carbonyl]phenyl}oxy)methyl]-1-pyrrolidinecarboxylate). Run in ClCCl (dichloromethane). Conditions: temperature 25 celsius, time 2 hour. The product is C1(=CC=CC=C1)COC1=C(C(=O)NC=2C=NC=CC2)C=C(C=C1)OC[C@@H]1NCCC1 (2-[(Phenylmethyl)oxy]-N-3-pyridinyl-5-{[(2R)-2-pyrrolidinylmethyl]oxy}benzamide). RXN SMILES: FC(F)(F)C(O)=O.[C:8]1([CH2:14][O:15][C:16]2[CH:21]=[CH:20][C:19]([O:22][CH2:23][C@H:24]3[CH2:28][CH2:27][CH2:26][N:25]3C(OC(C)(C)C)=O)=[CH:18][C:17]=2[C:36]([NH:38][C:39]2[CH:40]=[N:41][CH:42]=[CH:43][CH:44]=2)=[O:37])[CH:13]=[CH:12][CH:11]=[CH:10][CH:9]=1.C([O-])(O)=O.[Na+]>ClCCl>[C:8]1([CH2:14][O:15][C:16]2[CH:21]=[CH:20][C:19]([O:22][CH2:23][C@H:24]3[CH2:28][CH2:27][CH2:26][NH:25]3)=[CH:18][C:17]=2[C:36]([NH:38][C:39]2[CH:40]=[N:41][CH:42]=[CH:43][CH:44]=2)=[O:37])[CH:9]=[CH:10][CH:11]=[CH:12][CH:13]=1 |f:2.3|. Reported procedure: Trifluoroacetic acid (1.5 ml, 19.47 mmol) was added dropwise to an ice-cooled solution of 1,1-dimethylethyl (2R)-2-[({4-[(phenylmethyl)oxy]-3-[(3-pyridinylamino)carbonyl]phenyl}oxy)methyl]-1-pyrrolidinecarboxylate (may be prepared as described in Description 73; 500 mg, 0.99 mmol) in dichloromethane (15 ml). After stirring at 25° C. for 2 h, the pH of the solution was adjusted to 7-8 by adding aqueous NaHCO3 solution. The mixture was extracted with dichloromethane. The dichloromethane layer was ... Starting materials: C(CC)I (propyl iodide), COC=1C=C(C=CC1OC)C1CNCCC1 (3-(3',4'-dimethoxyphenyl)-piperidine), C(CC)I (propyl iodide). The reagents and catalysts are [Ag]=O (silver oxide), [Ag]=O (silver oxide). Run in C(Cl)(Cl)Cl (chloroform). Conditions: temperature 20 celsius, time 8 hour. Yields the product C(CC)N1CC(CCC1)C1=CC(=C(C=C1)OC)OC (N-propyl-3-(3',4'-dimethoxyphenyl)-piperidine). Reaction SMILES: [CH2:1](I)[CH2:2][CH3:3].[CH3:5][O:6][C:7]1[CH:8]=[C:9]([CH:15]2[CH2:20][CH2:19][CH2:18][NH:17][CH2:16]2)[CH:10]=[CH:11][C:12]=1[O:13][CH3:14]>C(Cl)(Cl)Cl.[Ag]=O>[CH2:1]([N:17]1[CH2:18][CH2:19][CH2:20][CH:15]([C:9]2[CH:10]=[CH:11][C:12]([O:13][CH3:14])=[C:7]([O:6][CH3:5])[CH:8]=2)[CH2:16]1)[CH2:2][CH3:3]. Procedure details: 2 g of silver oxide and then 2 ml of propyl iodide were added to a solution of 4 g of 3-(3',4'-dimethoxyphenyl)-piperidine in 20 ml of chloroform and the mixture was stirred for 8 hours at 20° C under an inert atmosphere. Another 1 g of silver oxide and 1 ml of propyl iodide were added and the mixture was stirred for 15 hours. The mixture was filtered and the filtrate was evaporated to dryness. The residue was chromatographed over silica gel and eluted with a 6-3-1 cyclohexane-chloroform-triethy...